Dataset: the Open Reaction Database (ORD), a public repository of structured organic reaction records. Task: describe an organic reaction: reactants, conditions, products, and yield Reactants: CC(C)(C)C=1C=C(C=C(C1O)C(C)(C)C)C=C1C(N=C(S1)NCOC)=O (5-[(3,5-bis(1,1-dimethylethyl)-4-hydroxyphenyl]methylene]-2-(methoxymethylamino)-4(5H)-thiazolone), Cl (hydrogen chloride). Run in C(Cl)Cl (methylene chloride). Yields the product Cl.CC(C)(C)C=1C=C(C=C(C1O)C(C)(C)C)C=C1C(N=C(S1)NCOC)=O (5-[[3,5-Bis(1,1-dimethylethyl)-4-hydroxyphenyl]methylene]-2-(methoxymethylamino)-4(5H)-thiazolone, monohydrochloride). RXN SMILES: [CH3:1][C:2]([C:5]1[CH:6]=[C:7]([CH:16]=[C:17]2[S:21][C:20]([NH:22][CH2:23][O:24][CH3:25])=[N:19][C:18]2=[O:26])[CH:8]=[C:9]([C:12]([CH3:15])([CH3:14])[CH3:13])[C:10]=1[OH:11])([CH3:4])[CH3:3].[ClH:27]>C(Cl)Cl>[ClH:27].[CH3:15][C:12]([C:9]1[CH:8]=[C:7]([CH:16]=[C:17]2[S:21][C:20]([NH:22][CH2:23][O:24][CH3:25])=[N:19][C:18]2=[O:26])[CH:6]=[C:5]([C:2]([CH3:1])([CH3:3])[CH3:4])[C:10]=1[OH:11])([CH3:13])[CH3:14] |f:3.4|. Reported procedure: A solution of 5-[(3,5-bis(1,1-dimethylethyl)-4-hydroxyphenyl]methylene]-2-(methoxymethylamino)-4(5H)-thiazolone (8.3 g, 0.022 mole) in 50 mL methylene chloride is treated with ethereal hydrogen chloride to give 9.1 g (quantitative yield) of pure product, mp 177°-179° C. It is recrystallized from methylene chloride-methanol-ether to give 6.0 g (66%) of analytically pure 5-[[3,5-bis(1,1-dimethylethyl)-4-hydroxyphenyl]methylene]-2-(methoxymethylamino)-4(5H)-thiazolone, monohydrochloride, (Z)-, mp 1... Solvent: CO (methanol). Product: OC1=C(C=C(C=C1OC)/C=C/C=C/C(=O)NCCCN1CCC(CC1)C1=CNC2=CC=CC=C12)OC (1-[3-{5-(4-hydroxy-3,5-dimethoxyphenyl)-(2E,4E)-2,4-pentadienoylamino}propyl]-4-(3-indolyl)piperidine). Starting materials: COC=1C=C(C=C(C1OCOCCOC)OC)/C=C/C=C/C(=O)NCCCN1CCC(CC1)C1=CNC2=CC=CC=C12 (1-[3-[5-[3,5-dimethoxy-4-{(2-methoxyethoxy)methoxy}phenyl]-(2E,4E)-2,4-pentadienoylamino]propyl]-4-(3-indolyl)piperidine), O.C1(=CC=C(C=C1)S(=O)(=O)O)C (p-toluenesulfonic acid monohydrate), C([O-])([O-])=O.[Na+].[Na+] (sodium carbonate). Procedure details: A mixture of 1-[3-[5-[3,5-dimethoxy-4-{(2-methoxyethoxy)methoxy}phenyl]-(2E,4E)-2,4-pentadienoylamino]propyl]-4-(3-indolyl)piperidine (1.67 g) and p-toluenesulfonic acid monohydrate (0.64 g) in methanol (33 ml) was refluxed for 30 minutes under an inert atmosphere. Upon cooling to ambient temperature, the mixture was added dropwise to an aqueous sodium carbonate solution. The resulting powder was subjected to column chromatography on silica gel and eluted with a mixture of chloroform and methano... Reaction SMILES: [CH3:1][O:2][C:3]1[CH:4]=[C:5](/[CH:18]=[CH:19]/[CH:20]=[CH:21]/[C:22]([NH:24][CH2:25][CH2:26][CH2:27][N:28]2[CH2:33][CH2:32][CH:31]([C:34]3[C:42]4[C:37](=[CH:38][CH:39]=[CH:40][CH:41]=4)[NH:36][CH:35]=3)[CH2:30][CH2:29]2)=[O:23])[CH:6]=[C:7]([O:16][CH3:17])[C:8]=1[O:9]COCCOC.O.C1(C)C=CC(S(O)(=O)=O)=CC=1.C(=O)([O-])[O-].[Na+].[Na+]>CO>[OH:9][C:8]1[C:7]([O:16][CH3:17])=[CH:6][C:5](/[CH:18]=[CH:19]/[CH:20]=[CH:21]/[C:22]([NH:24][CH2:25][CH2:26][CH2:27][N:28]2[CH2:29][CH2:30][CH:31]([C:34]3[C:42]4[C:37](=[CH:38][CH:39]=[CH:40][CH:41]=4)[NH:36][CH:35]=3)[CH2:32][CH2:33]2)=[O:23])=[CH:4][C:3]=1[O:2][CH3:1] |f:1.2,3.4.5|. The yield is 36.0%. Starting materials: C(C)OC(=O)C=1N=C(SC1)N (2-Amino-4-thiazolecarboxylic acid ethyl ester), C1(=CC=CC=C1)COC1=CC=C(C(=O)Cl)C=C1 (4-phenylmethoxybenzoyl chloride), C(C)#N (acetonitrile). Solvent: C(Cl)Cl (methylene chloride). Conditions: time 18 hour. Yields the product ethyl ester, C1(=CC=CC=C1)COC1=CC=C(C(=O)NC=2SC=C(N2)C(=O)O)C=C1 (2-[[4-phenylmethoxybenzoyl]amino]-4-thiazolecarboxylic acid). The yield is 70.0%. As a reaction SMILES: C([O:3][C:4]([C:6]1[N:7]=[C:8]([NH2:11])[S:9][CH:10]=1)=[O:5])C.[C:12]1([CH2:18][O:19][C:20]2[CH:28]=[CH:27][C:23]([C:24](Cl)=[O:25])=[CH:22][CH:21]=2)[CH:17]=[CH:16][CH:15]=[CH:14][CH:13]=1.C(#N)C>C(Cl)Cl>[C:12]1([CH2:18][O:19][C:20]2[CH:21]=[CH:22][C:23]([C:24]([NH:11][C:8]3[S:9][CH:10]=[C:6]([C:4]([OH:3])=[O:5])[N:7]=3)=[O:25])=[CH:27][CH:28]=2)[CH:13]=[CH:14][CH:15]=[CH:16][CH:17]=1. Procedure details: 2-Amino-4-thiazolecarboxylic acid ethyl ester (6.85 g, 39.8 mmol) was allowed to react with 4-phenylmethoxybenzoyl chloride (10.72 g, 43.8 mmol) according to the procedure in Example 1. The reaction was completed in 18 hours. After workup and flash chromatography on silica gel eluting with 1-7% acetonitrile in methylene chloride, the ethyl ester of 2-[[4-phenylmethoxybenzoyl]amino]-4-thiazolecarboxylic acid was obtained (70% yield) and was hydrolyzed to the corresponding acid with 1.0N NaOH as d...